From a dataset of the Open Reaction Database (ORD), a public repository of structured organic reaction records. describe an organic reaction: reactants, conditions, products, and yield Starting materials: [N+](=O)([O-])C1=C(N)C=C(C=C1)C(F)(F)F (2-nitro-5-(trifluoromethyl)aniline), OCC(O)CO (glycerol), [Na+].[N+](=O)([O-])C=1C=C(C=CC1)S(=O)(=O)[O-] (3-nitrobenzenesulfonic acid sodium salt). The product is [N+](=O)([O-])C=1C=CC(=C2C=CC=NC12)C(F)(F)F (8-Nitro-5-(trifluoromethyl)quinoline). The yield is 69.8%. Reaction SMILES: [N+:1]([C:4]1[CH:10]=[CH:9][C:8]([C:11]([F:14])([F:13])[F:12])=[CH:7][C:5]=1[NH2:6])([O-:3])=[O:2].O[CH2:16][CH:17]([CH2:19]O)O.[Na+].[N+](C1C=C(S([O-])(=O)=O)C=CC=1)([O-])=O>>[N+:1]([C:4]1[CH:10]=[CH:9][C:8]([C:11]([F:12])([F:13])[F:14])=[C:7]2[C:5]=1[N:6]=[CH:19][CH:17]=[CH:16]2)([O-:3])=[O:2] |f:2.3|. Procedure details: In a similar fashion using route 10 general procedure 20, 2-nitro-5-(trifluoromethyl)aniline (1.0 g, 4.85 mmol), glycerol (1.4 g, 15.0 mmol) and 3-nitrobenzenesulfonic acid sodium salt (1.42 g, 6.31 mmol) gave the title compound (820 mg, 80%) which was used in the next step without purification. The structure was confirmed by 1H NMR. Reactants: [N+](=O)([O-])C1=CC=C(C=C1)CC(=O)[O-] (4-nitrophenylacetate), FC(C(=O)O)(F)F (trifluoroacetic acid), tert-butyl ester, C1(=CC=C(C=C1)S(=O)(=O)O)C (p-toluenesulfonic acid). The solvent is C1=CC=CC=C1 (benzene). Product: C(C)OC(=O)C(CC(=O)O)C1=CC=C(C=C1)[N+](=O)[O-] (3-Ethoxycarbonyl-3-(4-nitrophenyl)propionic acid). As a reaction SMILES: [N+:1]([C:4]1[CH:9]=[CH:8][C:7]([CH2:10][C:11]([O-:13])=[O:12])=[CH:6][CH:5]=1)([O-:3])=[O:2].[C:14]1(C)C=CC(S(O)(=O)=O)=C[CH:15]=1.F[C:26](F)(F)[C:27]([OH:29])=[O:28]>C1C=CC=CC=1>[CH2:14]([O:12][C:11]([CH:10]([C:7]1[CH:6]=[CH:5][C:4]([N+:1]([O-:3])=[O:2])=[CH:9][CH:8]=1)[CH2:26][C:27]([OH:29])=[O:28])=[O:13])[CH3:15]. Reported procedure: Following a similar procedure to that described in reference example 7b, but starting fromethyl 4-nitrophenylacetate instead of ethyl diphenylacetate, and hydrolizing then the tert-butyl ester using p-toluenesulfonic acid in benzene at reflux instead of using trifluoroacetic acid, the title compound was obtained.